This data is from the Open Reaction Database (ORD), a public repository of structured organic reaction records. The task is: describe an organic reaction: reactants, conditions, products, and yield The reactants are [Br-], C1CCOC1, CCCCCC, CC1(Cl)CC1(c1ccccc1)c1ccccc1, CC(C)(C)P(Cl)C(C)(C)C, I[Cu]I, I, [Li+], [Mg]. Yields the product CC(C)(C)P(C(C)(C)C)C1(C)CC1(c1ccccc1)c1ccccc1. RXN SMILES: [Br-:21].[CH2:41]1[O:42][CH2:43][CH2:44][CH2:45]1.[CH3:32][CH2:33][CH2:34][CH2:35][CH2:36][CH3:37].[Cl:1][C:2]1([CH3:17])[C:3]([c:5]2[cH:6][cH:7][cH:8][cH:9][cH:10]2)([c:11]2[cH:12][cH:13][cH:14][cH:15][cH:16]2)[CH2:4]1.[Cl:22][P:23]([C:24]([CH3:25])([CH3:26])[CH3:27])[C:28]([CH3:29])([CH3:30])[CH3:31].[Cu:38]([I:39])[I:40].[I:19].[Li+:20].[Mg:18]>>[C:2]1([CH3:17])([P:23]([C:24]([CH3:25])([CH3:26])[CH3:27])[C:28]([CH3:29])([CH3:30])[CH3:31])[C:3]([c:5]2[cH:6][cH:7][cH:8][cH:9][cH:10]2)([c:11]2[cH:12][cH:13][cH:14][cH:15][cH:16]2)[CH2:4]1. The reactants are C(=O)C1=CC=C(OC(C(=O)OC(C)(C)C)(C)C)C=C1 (tert-butyl 2-(4-formylphenoxy)-2-methylpropanoate), C([O-])(O)=O.[Na+] (sodium bicarbonate), CC=1N=COC1CN ((4-methyl-1,3-oxazol-5-yl)methylamine), C(C)(=O)O[BH-](OC(C)=O)OC(C)=O.[Na+] (sodium triacetoxyborohydride). Run in ClCCCl (1,2-dichloroethane). Reaction conditions: time 4 hour. The product is CC(C(=O)OC(C)(C)C)(C)OC1=CC=C(C=C1)CNCC1=C(N=CO1)C (tert-Butyl 2-methyl-2-[4-({[(4-methyl-1,3-oxazol-5-yl)methyl]amino}methyl)-phenoxy]-propanoate). RXN SMILES: [CH:1]([C:3]1[CH:19]=[CH:18][C:6]([O:7][C:8]([CH3:17])([CH3:16])[C:9]([O:11][C:12]([CH3:15])([CH3:14])[CH3:13])=[O:10])=[CH:5][CH:4]=1)=O.[CH3:20][C:21]1[N:22]=[CH:23][O:24][C:25]=1[CH2:26][NH2:27].C(O[BH-](OC(=O)C)OC(=O)C)(=O)C.[Na+].C(=O)(O)[O-].[Na+]>ClCCCl>[CH3:16][C:8]([O:7][C:6]1[CH:18]=[CH:19][C:3]([CH2:1][NH:27][CH2:26][C:25]2[O:24][CH:23]=[N:22][C:21]=2[CH3:20])=[CH:4][CH:5]=1)([CH3:17])[C:9]([O:11][C:12]([CH3:15])([CH3:14])[CH3:13])=[O:10] |f:2.3,4.5|. Procedure details: 1.25 g (4.73 mmol) of tert-butyl 2-(4-formylphenoxy)-2-methylpropanoate (Example I-4) and 0.64 g (5.67 mmol) of (4-methyl-1,3-oxazol-5-yl)methylamine (Example III-28) are together initially charged in 1,2-dichloroethane. At room temperature, 1.50 g (7.09 mmol) of sodium triacetoxyborohydride are added. The reaction mixture is stirred at room temperature for 4 hours and then admixed with saturated sodium bicarbonate solution and extracted with ethyl acetate. The organic phase is dried over magnes...